This data is from the Open Reaction Database (ORD), a public repository of structured organic reaction records. The task is: describe an organic reaction: reactants, conditions, products, and yield Reactants: [C-]#N.[K+] (Potassium cyanide), ClC1=NC(=NC(=C1CC1=C(C=C(C=C1)CCl)F)C)N (4-Chloro-5-(4-(chloromethyl)-2-fluorobenzyl)-6-methylpyrimidin-2-amine). Run in CS(=O)C (DMSO), CN(C)C=O (DMF), CCOC(=O)C (EtOAc). Run at time 15 hour. Product: NC1=NC(=C(C(=N1)Cl)CC1=C(C=C(C=C1)CC#N)F)C (2-(4-((2-Amino-4-chloro-6-methylpyrimidin-5-yl)methyl)-3-fluorophenyl)acetonitrile). RXN SMILES: [C-:1]#[N:2].[K+].[Cl:4][C:5]1[C:10]([CH2:11][C:12]2[CH:17]=[CH:16][C:15]([CH2:18]Cl)=[CH:14][C:13]=2[F:20])=[C:9]([CH3:21])[N:8]=[C:7]([NH2:22])[N:6]=1>CS(C)=O.CN(C=O)C.CCOC(C)=O>[NH2:22][C:7]1[N:6]=[C:5]([Cl:4])[C:10]([CH2:11][C:12]2[CH:17]=[CH:16][C:15]([CH2:18][C:1]#[N:2])=[CH:14][C:13]=2[F:20])=[C:9]([CH3:21])[N:8]=1 |f:0.1|. Procedure: Potassium cyanide (0.056 g) was added to a stirred solution of the product from step (ii) (0.13 g) in DMSO (imL) and DMF (1 mL). The mixture was stirred at rt for 15 h and then diluted with EtOAc (10 mL). The organic phase was washed with water and brine then dried, filtered and evaporated to give the subtitle compound, 0.12 g. Starting materials: CO, Cc1cc(Nc2cc3ccccc3c(Cl)n2)n[nH]1. The product is COc1nc(Nc2cc(C)[nH]n2)cc2ccccc12. RXN SMILES: [CH3:19][OH:20].[Cl:1][c:2]1[n:3][c:4]([NH:12][c:13]2[n:14][nH:15][c:16]([CH3:18])[cH:17]2)[cH:5][c:6]2[cH:7][cH:8][cH:9][cH:10][c:11]12>>[c:2]1([O:20][CH3:19])[n:3][c:4]([NH:12][c:13]2[n:14][nH:15][c:16]([CH3:18])[cH:17]2)[cH:5][c:6]2[cH:7][cH:8][cH:9][cH:10][c:11]12. Reactants: ClCCl, O=C(O)C(F)(F)F, COC(=O)CCNC(=O)C(CC(=O)OC(C)(C)C)Cc1ccc(-c2ccccc2)cc1. Yields the product COC(=O)CCNC(=O)C(CC(=O)O)Cc1ccc(-c2ccccc2)cc1. As a reaction SMILES: [Cl:32][CH2:33][Cl:34].[F:35][C:36]([F:37])([F:38])[C:39]([OH:40])=[O:41].[c:1]1(-[c:26]2[cH:27][cH:28][cH:29][cH:30][cH:31]2)[cH:2][cH:3][c:4]([CH2:7][CH:8]([CH2:9][C:10](=[O:11])[O:12][C:13]([CH3:14])([CH3:15])[CH3:16])[C:17](=[O:18])[NH:19][CH2:20][CH2:21][C:22](=[O:23])[O:24][CH3:25])[cH:5][cH:6]1>>[c:1]1(-[c:26]2[cH:27][cH:28][cH:29][cH:30][cH:31]2)[cH:2][cH:3][c:4]([CH2:7][CH:8]([CH2:9][C:10](=[O:11])[OH:12])[C:17](=[O:18])[NH:19][CH2:20][CH2:21][C:22](=[O:23])[O:24][CH3:25])[cH:5][cH:6]1.